Task: describe an organic reaction: reactants, conditions, products, and yield. Dataset: the Open Reaction Database (ORD), a public repository of structured organic reaction records Reactants: O=C([O-])O, ClCCCl, CCOC(C)=O, COc1cc(C=C(CCCCl)C(=O)O)ccc1-n1cnc(C)c1, O=C(O)C(F)(F)F, NC1Cc2ccc(F)cc2C1, [Na+], CN(C)C=O, On1nnc2ccccc21. The product is COc1cc(C=C(CCCCl)C(=O)NC2Cc3ccc(F)cc3C2)ccc1-n1cnc(C)c1. Reaction SMILES: [C:52](=[O:53])([OH:54])[O-:55].[CH2:68]([Cl:69])[CH2:70][Cl:71].[CH3:62][CH2:63][O:64][C:65](=[O:66])[CH3:67].[Cl:18][CH2:19][CH2:20][CH2:21][C:22]([C:23](=[O:24])[OH:25])=[CH:26][c:27]1[cH:28][c:29]([O:39][CH3:40])[c:30](-[n:33]2[cH:34][n:35][c:36]([CH3:38])[cH:37]2)[cH:31][cH:32]1.[F:11][C:12]([F:13])([F:14])[C:15]([OH:16])=[O:17].[F:41][c:42]1[cH:43][c:44]2[c:48]([cH:49][cH:50]1)[CH2:47][CH:46]([NH2:51])[CH2:45]2.[Na+:56].[O:57]=[CH:58][N:59]([CH3:60])[CH3:61].[OH:1][n:2]1[c:3]2[c:4]([cH:5][cH:6][cH:7][cH:8]2)[n:9][n:10]1>>[Cl:18][CH2:19][CH2:20][CH2:21][C:22]([C:23](=[O:25])[NH:51][CH:46]1[CH2:45][c:44]2[cH:43][c:42]([F:41])[cH:50][cH:49][c:48]2[CH2:47]1)=[CH:26][c:27]1[cH:28][c:29]([O:39][CH3:40])[c:30](-[n:33]2[cH:34][n:35][c:36]([CH3:38])[cH:37]2)[cH:31][cH:32]1. Reactants: FC(COC1=C(C=CC=C1)N1CCNCC1)(F)F (1-[2-(2,2,2-trifluoroethoxy)phenyl]piperazine), C(C1=CC=CC=C1)N1C(N(C(C(=C1)C(F)(F)F)=O)CCCCl)=O (1-benzyl-3-(3-chloropropyl)-5-trifluoromethyl-2,4(1H,3H)-pyrimidinedione). Product: Cl.C(C1=CC=CC=C1)N1C(N(C(C(=C1)C(F)(F)F)=O)CCCN1CCN(CC1)C1=C(C=CC=C1)OCC(F)(F)F)=O (1-benzyl-3-(3-(4-[2-(2,2,2-trifluoroethoxy)phenyl]piperazin-1-yl)propyl)-5-trifluoromethyl-2,4(1H,3H)-pyrimidinedione hydrochloride). As a reaction SMILES: [F:1][C:2]([F:18])([F:17])[CH2:3][O:4][C:5]1[CH:10]=[CH:9][CH:8]=[CH:7][C:6]=1[N:11]1[CH2:16][CH2:15][NH:14][CH2:13][CH2:12]1.[CH2:19]([N:26]1[CH:31]=[C:30]([C:32]([F:35])([F:34])[F:33])[C:29](=[O:36])[N:28]([CH2:37][CH2:38][CH2:39][Cl:40])[C:27]1=[O:41])[C:20]1[CH:25]=[CH:24][CH:23]=[CH:22][CH:21]=1>>[ClH:40].[CH2:19]([N:26]1[CH:31]=[C:30]([C:32]([F:35])([F:34])[F:33])[C:29](=[O:36])[N:28]([CH2:37][CH2:38][CH2:39][N:14]2[CH2:15][CH2:16][N:11]([C:6]3[CH:7]=[CH:8][CH:9]=[CH:10][C:5]=3[O:4][CH2:3][C:2]([F:1])([F:17])[F:18])[CH2:12][CH2:13]2)[C:27]1=[O:41])[C:20]1[CH:25]=[CH:24][CH:23]=[CH:22][CH:21]=1 |f:2.3|. Procedure details: substituting 1-[2-(2,2,2-trifluoroethoxy)phenyl]piperazine and 1-benzyl-3-(3-chloropropyl)-5-trifluoromethyl-2,4(1H,3H)-pyrimidinedione gave 1-benzyl-3-(3-(4-[2-(2,2,2-trifluoroethoxy)phenyl]piperazin-1-yl)propyl)-5-trifluoromethyl-2,4(1H,3H)-pyrimidinedione hydrochloride, m.p. 125°-127° C.; Anal.: Calcd. for C27H28F6N4O3.HCl: C, 52.65; H, 4.91; N, 9.10%; Found: C, 52.44; H, 4.79; N, 8.92%; Reactants: solution, N (ammonia), CO (MeOH), NC=1C2=C(N=C(N1)C1=NN(C3=NC=CC=C31)CCC(C(F)(F)F)(F)F)NC(C2(C(=O)OCC)C)=O (ethyl 4-amino-5-methyl-6-oxo-2-[1-(3,3,4,4,4-pentafluorobutyl)-1H-pyrazolo[3,4-b]pyridin-3-yl]-6,7-dihydro-5H-pyrrolo[2,3-d]pyrimidine-5-carboxylate), resultant mixture. Yields the product NC=1C2=C(N=C(N1)C1=NN(C3=NC=CC=C31)CCC(C(F)(F)F)(F)F)NC(C2(C(=O)N)C)=O (4-Amino-5-Methyl-6-Oxo-2-[1-(3,3,4,4,4-Pentafluorobutyl)-1H-Pyrazolo[3,4-B]Pyridin-3-yl]-6,7-Dihydro-5H-Pyrrolo[2,3-D]Pyrimidine-5-Carboxamide). Reaction SMILES: [NH3:1].CO.[NH2:4][C:5]1[C:6]2[C:31]([CH3:37])([C:32]([O:34]CC)=O)[C:30](=[O:38])[NH:29][C:7]=2[N:8]=[C:9]([C:11]2[C:19]3[C:14](=[N:15][CH:16]=[CH:17][CH:18]=3)[N:13]([CH2:20][CH2:21][C:22]([F:28])([F:27])[C:23]([F:26])([F:25])[F:24])[N:12]=2)[N:10]=1>>[NH2:4][C:5]1[C:6]2[C:31]([CH3:37])([C:32]([NH2:1])=[O:34])[C:30](=[O:38])[NH:29][C:7]=2[N:8]=[C:9]([C:11]2[C:19]3[C:14](=[N:15][CH:16]=[CH:17][CH:18]=3)[N:13]([CH2:20][CH2:21][C:22]([F:27])([F:28])[C:23]([F:26])([F:25])[F:24])[N:12]=2)[N:10]=1. Procedure: A 2 M solution of ammonia in MeOH (28.6 mL, 57.3 mmol) was added to ethyl 4-amino-5-methyl-6-oxo-2-[1-(3,3,4,4,4-pentafluorobutyl)-1H-pyrazolo[3,4-b]pyridin-3-yl]-6,7-dihydro-5H-pyrrolo[2,3-d]pyrimidine-5-carboxylate, as prepared by the procedure described in Example 158, (220 mg, 0.441 mmol) and the resultant mixture heated at 50° C. for 16 hours. The reaction mixture was concentrated in vacuo and the residue purified by silica gel column chromatography using a DCM/MeOH (with 0.5% NH4OH) gradie... Starting materials: CC[N+](CC)(CC)Cc1ccccc1, COC(=O)c1ccc(OCc2c(-c3ccc(F)cc3)noc2C=Cc2ccccc2)nc1, [Cl-], [O-][I+3]([O-])([O-])[O-], [Na+], C1COCCO1, O, O=[Os](=O)(=O)=O. Yields the product COC(=O)c1ccc(OCc2c(-c3ccc(F)cc3)noc2C=O)nc1. Reaction SMILES: [CH2:40]([N+:41]([CH2:42][CH3:43])([CH2:44][CH3:45])[CH2:46][CH3:47])[c:48]1[cH:49][cH:50][cH:51][cH:52][cH:53]1.[CH3:1][O:2][C:3]([c:4]1[cH:5][n:6][c:7]([O:10][CH2:11][c:12]2[c:13](-[c:25]3[cH:26][cH:27][c:28]([F:31])[cH:29][cH:30]3)[n:14][o:15][c:16]2[CH:17]=[CH:18][c:19]2[cH:20][cH:21][cH:22][cH:23][cH:24]2)[cH:8][cH:9]1)=[O:32].[Cl-:39].[I+3:33]([O-:34])([O-:35])([O-:36])[O-:37].[Na+:38].[O:54]1[CH2:55][CH2:56][O:57][CH2:58][CH2:59]1.[OH2:60].[Os:61](=[O:62])(=[O:63])(=[O:64])=[O:65]>>[CH3:1][O:2][C:3]([c:4]1[cH:5][n:6][c:7]([O:10][CH2:11][c:12]2[c:13](-[c:25]3[cH:26][cH:27][c:28]([F:31])[cH:29][cH:30]3)[n:14][o:15][c:16]2[CH:17]=[O:34])[cH:8][cH:9]1)=[O:32]. The reactants are C(C)(C)NC(C)C (diisopropylamine), C(CCC)[Li] (n-butyllithium), FC(CC(C)S(=O)(=O)C1=CC=CC=C1)(F)F (rac-(4,4,4-trifluoro-butane-2-sulfonyl)-benzene), II (iodine). Run in O1CCCC1 (tetrahydrofuran), O1CCCC1 (tetrahydrofuran), O1CCCC1 (tetrahydrofuran). Conditions: time 15 minute. Yields the product FC(CC(C)(S(=O)(=O)C1=CC=CC=C1)I)(F)F (Rac-(4,4,4-Trifluoro-2-iodo-butane-2-sulfonyl)-benzene). The yield is 87.0%. RXN SMILES: C(NC(C)C)(C)C.C([Li])CCC.[F:13][C:14]([F:28])([F:27])[CH2:15][CH:16]([S:18]([C:21]1[CH:26]=[CH:25][CH:24]=[CH:23][CH:22]=1)(=[O:20])=[O:19])[CH3:17].[I:29]I>O1CCCC1>[F:28][C:14]([F:13])([F:27])[CH2:15][C:16]([I:29])([S:18]([C:21]1[CH:26]=[CH:25][CH:24]=[CH:23][CH:22]=1)(=[O:19])=[O:20])[CH3:17]. Procedure: To a solution of 28.5 mmol diisopropylamine in 18 ml tetrahydrofuran at −78° C. was added dropwise 28.5 mmol n-butyllithium solution (1.6 M in hexane) and the mixture was then warmed to room temperature. The resulting solution was then added dropwise over 50 min to a solution of 19.0 mmol rac-(4,4,4-trifluoro-butane-2-sulfonyl)-benzene in 30 ml tetrahydrofuran at −78° C. and stirring continued for a further 15 min at −78° C. Finally, a solution of 20.9 mol iodine in 15 ml tetrahydrofuran was add... Starting materials: BrC=1C=NNC1 (4-bromo-1H-pyrazole), C1(CC1)B(O)O (cyclopropylboronic acid), N1=C(C=CC=C1)C1=NC=CC=C1 (2,2′-bipyridine), C([O-])([O-])=O.[Na+].[Na+] (sodium carbonate), C1(CC1)B(O)O (cyclopropylboronic acid), C([O-])([O-])=O.[Na+].[Na+] (sodium carbonate), [NH4+].[Cl-] (NH4Cl). The reagents and catalysts are C(C)(=O)[O-].[Cu+2].C(C)(=O)[O-] (copper(II) acetate). Solvent: ClCCCl (1,2-dichloroethane). Product: BrC=1C=NN(C1)C1CC1 (4-Bromo-1-cyclopropyl-1H-pyrazole). RXN SMILES: [Br:1][C:2]1[CH:3]=[N:4][NH:5][CH:6]=1.[CH:7]1(B(O)O)[CH2:9][CH2:8]1.N1C=CC=CC=1C1C=CC=CN=1.C(=O)([O-])[O-].[Na+].[Na+].[NH4+].[Cl-]>ClCCCl.C([O-])(=O)C.[Cu+2].C([O-])(=O)C>[Br:1][C:2]1[CH:3]=[N:4][N:5]([CH:7]2[CH2:9][CH2:8]2)[CH:6]=1 |f:3.4.5,6.7,9.10.11|. Procedure details: A mixture of 4-bromo-1H-pyrazole (0.50 g), cyclopropylboronic acid (0.65 g), copper(II) acetate (0.65 g), 2,2′-bipyridine (0.56 g), and sodium carbonate (0.80 g) in 1,2-dichloroethane (15 mL) was stirred at reflux temperature for 4 h. Then another portion of cyclopropylboronic acid (0.65 g) and sodium carbonate (0.80 g) were added and the mixture was further stirred at reflux temperature overnight. After cooling to room temperature, aqueous NH4Cl solution was added and the resulting mixture was ...